From a dataset of the Open Reaction Database (ORD), a public repository of structured organic reaction records. describe an organic reaction: reactants, conditions, products, and yield Reported procedure: A solution of 26-f (0.98 g, 2.03 mmol) in 15 ml of dioxane was treated with 2 ml of 5N NaOH and heated at 80° C. for 2 hour. The reaction solution was cooled to room temperature and then concentrated under vacuum and the residue was diluted with water and washed with ethyl acetate. The aqueous layer was acidified with conc. HCl to pH=1 and the resulting solids were collected via filtration to give 26-1 (170 mg 38.4%). 1H NMR (300 MHz, DMSO-d6): δ 10.06 (s, 1H), 8.60 (s, 1H), 8.37 (s, 1H), 8.04 (... Run in O1CCOCC1 (dioxane). Reaction conditions: temperature 80 celsius. Starting materials: C1(CCCCC1)[C@H](C1=CC=C(C=C1)P(OCC)(=O)C)NC(=O)C=1C(=NC(=NC1)N1N=CC=C1)O (Ethyl 4-((R)-cyclohexyl(4-hydroxy-2-(1H-pyrazol-1-yl)pyrimidine-5-carboxamido)methyl)phenyl(methyl)phosphinate), [OH-].[Na+] (NaOH). The product is C1(CCCCC1)[C@H](C1=CC=C(C=C1)P(O)(=O)C)NC(=O)C=1C(=NC(=NC1)N1N=CC=C1)O (4-((R)-cyclohexyl(4-hydroxy-2-(1H-pyrazol-1-yl)pyrimidine-5-carboxamido)methyl)phenyl(methyl)phosphinic acid). Reaction SMILES: [CH:1]1([C@@H:7]([NH:20][C:21]([C:23]2[C:24]([OH:34])=[N:25][C:26]([N:29]3[CH:33]=[CH:32][CH:31]=[N:30]3)=[N:27][CH:28]=2)=[O:22])[C:8]2[CH:13]=[CH:12][C:11]([P:14]([CH3:19])(=[O:18])[O:15]CC)=[CH:10][CH:9]=2)[CH2:6][CH2:5][CH2:4][CH2:3][CH2:2]1.[OH-].[Na+]>O1CCOCC1>[CH:1]1([C@@H:7]([NH:20][C:21]([C:23]2[C:24]([OH:34])=[N:25][C:26]([N:29]3[CH:33]=[CH:32][CH:31]=[N:30]3)=[N:27][CH:28]=2)=[O:22])[C:8]2[CH:13]=[CH:12][C:11]([P:14]([CH3:19])(=[O:15])[OH:18])=[CH:10][CH:9]=2)[CH2:6][CH2:5][CH2:4][CH2:3][CH2:2]1 |f:1.2|. Starting materials: COC=1C=C(C=O)C=CC1OC (3,4-dimethoxybenzaldehyde), Cl.NC1(CC1)C(=O)OC (methyl 1-aminocyclopropanecarboxylate hydrochloride). The product is COC=1C=C(CNC2(CC2)C(=O)OC)C=CC1OC (methyl 1-(3,4-dimethoxybenzylamino)cyclopropanecarboxylate). Yield: 82.0%. Reaction SMILES: [CH3:1][O:2][C:3]1[CH:4]=[C:5]([CH:8]=[CH:9][C:10]=1[O:11][CH3:12])[CH:6]=O.Cl.[NH2:14][C:15]1([C:18]([O:20][CH3:21])=[O:19])[CH2:17][CH2:16]1>>[CH3:1][O:2][C:3]1[CH:4]=[C:5]([CH:8]=[CH:9][C:10]=1[O:11][CH3:12])[CH2:6][NH:14][C:15]1([C:18]([O:20][CH3:21])=[O:19])[CH2:17][CH2:16]1 |f:1.2|. Procedure: Prepared as in Example 12-1b from 3,4-dimethoxybenzaldehyde and methyl 1-aminocyclopropanecarboxylate hydrochloride. Yield 82%. MS 266 (MH+). Starting materials: P(=O)(OC1=CNC2=CC=C(C(=C12)Cl)Br)([O-])[O-] (5-bromo-4-chloro-3-indolyl phosphate). Run in CN(C=O)C (dimethyl formamide). The product is C1=CC(=C(C2=C1NC=C2OP(=O)(O)O)Cl)Br (BCIP). As a reaction SMILES: [P:1]([O-:16])([O-:15])([O:3][C:4]1[C:12]2[C:7](=[CH:8][CH:9]=[C:10]([Br:14])[C:11]=2[Cl:13])[NH:6][CH:5]=1)=[O:2]>CN(C)C=O>[CH:8]1[C:7]2[NH:6][CH:5]=[C:4]([O:3][P:1]([OH:15])([OH:16])=[O:2])[C:12]=2[C:11]([Cl:13])=[C:10]([Br:14])[CH:9]=1. Procedure details: 50 mg/ml 5-bromo-4-chloro-3-indolyl phosphate in dimethyl formamide Starting materials: CC(=O)OC(C)=O, CCOc1cccc(C(=O)c2ncc(C=O)c3cc(OCCCO)c(OC)cc23)c1, c1ccncc1. Yields the product CCOc1cccc(C(=O)c2ncc(C=O)c3cc(OCCCOC(C)=O)c(OC)cc23)c1. RXN SMILES: [CH3:31][C:32](=[O:33])[O:34][C:35](=[O:36])[CH3:37].[OH:1][CH2:2][CH2:3][CH2:4][O:5][c:6]1[cH:7][c:8]2[c:9]([CH:29]=[O:30])[cH:10][n:11][c:12]([C:18]([c:19]3[cH:20][c:21]([O:25][CH2:26][CH3:27])[cH:22][cH:23][cH:24]3)=[O:28])[c:13]2[cH:14][c:15]1[O:16][CH3:17].[cH:38]1[cH:39][cH:40][n:41][cH:42][cH:43]1>>[O:1]([CH2:2][CH2:3][CH2:4][O:5][c:6]1[cH:7][c:8]2[c:9]([CH:29]=[O:30])[cH:10][n:11][c:12]([C:18]([c:19]3[cH:20][c:21]([O:25][CH2:26][CH3:27])[cH:22][cH:23][cH:24]3)=[O:28])[c:13]2[cH:14][c:15]1[O:16][CH3:17])[C:32]([CH3:31])=[O:33].